From a dataset of the Open Reaction Database (ORD), a public repository of structured organic reaction records. describe an organic reaction: reactants, conditions, products, and yield Starting materials: CN(CCN)C (N,N-dimethylethane-1,2-diamine), Cl.C(C)N=C=NCCCN(C)C (1-ethyl-3-(3-dimethylaminopropyl)carbodiimide hydrochloride), ON1N=NC2=C1C=CC=C2 (1-hydroxybenzotriazole), C(C)(C)(C)C1=CC(=C(N1CCC1=CC=C(C=C1)F)C)C(=O)O (5-tert-butyl-1-[2-(4-fluorophenyl)ethyl]-2-methyl-1H-pyrrole-3-carboxylic acid). The solvent is CN(C=O)C (N,N-dimethylformamide). Run at time 1 hour. The product is C(C)(C)(C)C1=CC(=C(N1CCC1=CC=C(C=C1)F)C)C(=O)NCCN(C)C (5-tert-butyl-N-[2-(dimethylamino)ethyl]-1-[2-(4-fluorophenyl)ethyl]-2-methyl-1H-pyrrole-3-carboxamide). RXN SMILES: [C:1]([C:5]1[N:9]([CH2:10][CH2:11][C:12]2[CH:17]=[CH:16][C:15]([F:18])=[CH:14][CH:13]=2)[C:8]([CH3:19])=[C:7]([C:20](O)=[O:21])[CH:6]=1)([CH3:4])([CH3:3])[CH3:2].Cl.C(N=C=NCCCN(C)C)C.ON1C2C=CC=CC=2N=N1.[CH3:45][N:46]([CH3:50])[CH2:47][CH2:48][NH2:49]>CN(C)C=O>[C:1]([C:5]1[N:9]([CH2:10][CH2:11][C:12]2[CH:17]=[CH:16][C:15]([F:18])=[CH:14][CH:13]=2)[C:8]([CH3:19])=[C:7]([C:20]([NH:49][CH2:48][CH2:47][N:46]([CH3:50])[CH3:45])=[O:21])[CH:6]=1)([CH3:4])([CH3:3])[CH3:2] |f:1.2|. Procedure details: A 910 mg portion of 5-tert-butyl-1-[2-(4-fluorophenyl)ethyl]-2-methyl-1H-pyrrole-3-carboxylic acid was dissolved in 10 ml of N,N-dimethylformamide, and under ice-cooling 748 mg of 1-ethyl-3-(3-dimethylaminopropyl)carbodiimide hydrochloride and 527 mg of 1-hydroxybenzotriazole were added, followed by stirring at the same temperature for 1 hour. A 0.65 ml portion of N,N-dimethylethane-1,2-diamine was added to the reaction liquid, and after stirring at room temperature for 15 hours, the solvent was... Starting materials: O=C(Cl)c1ccccc1, NC1=NC(=O)C2=CC=NC2=N1. The product is O=C1N=C(NC(=O)c2ccccc2)N=C2N=CC=C12. RXN SMILES: [C:12]([c:13]1[cH:14][cH:15][cH:16][cH:17][cH:18]1)(=[O:19])[Cl:20].[NH2:1][C:2]1=[N:3][C:4](=[O:11])[C:5]2=[CH:10][CH:9]=[N:8][C:6]2=[N:7]1>>[NH:1]([C:2]1=[N:3][C:4](=[O:11])[C:5]2=[CH:10][CH:9]=[N:8][C:6]2=[N:7]1)[C:12]([c:13]1[cH:14][cH:15][cH:16][cH:17][cH:18]1)=[O:19]. Reactants: CN(CCNC(CCC=C(C)CCC=C(C)CCC=C(C)C)=O)C (N,N-dimethyl-N'-farnesylacetylethylenediamine), CCl (methyl chloride). Solvent: C(C)#N (acetonitrile). Yields the product [Cl-].C(C=C(C)CCC=C(C)CCC=C(C)C)CC(=O)NCC[N+](C)(C)C (farnesylacetylaminoethyltrimethylammonium chloride). RXN SMILES: [CH3:1][N:2]([CH3:24])[CH2:3][CH2:4][NH:5][C:6](=[O:23])[CH2:7][CH2:8][CH:9]=[C:10]([CH2:12][CH2:13][CH:14]=[C:15]([CH2:17][CH2:18][CH:19]=[C:20]([CH3:22])[CH3:21])[CH3:16])[CH3:11].[CH3:25][Cl:26]>C(#N)C>[Cl-:26].[CH2:8]([CH2:7][C:6]([NH:5][CH2:4][CH2:3][N+:2]([CH3:25])([CH3:1])[CH3:24])=[O:23])[CH:9]=[C:10]([CH2:12][CH2:13][CH:14]=[C:15]([CH2:17][CH2:18][CH:19]=[C:20]([CH3:22])[CH3:21])[CH3:16])[CH3:11] |f:3.4|. Procedure details: A three-necked flask equipped with a thermometer, a reflux condenser and a gas inlet tube was charged with 10 g of N,N-dimethyl-N'-farnesylacetylethylenediamine prepared by the procedure of Example 1 and 100 ml of acetonitrile. The contents were refluxed for 6 hours while methyl chloride was introduced. Thereafter, the methyl chloride and acetonitrile were distilled off and the remaining product was purified by column chromatography to give 8.6 g of farnesylacetylaminoethyltrimethylammonium chlo... Starting materials: C1(CCCCCCC1)O (cyclooctanol), SCC(=O)O (mercaptoacetic acid), C1(=CC=C(C=C1)S(=O)(=O)O)C (paratoluene sulfonic acid). The product is SCC(=O)OC1CCCCCCC1 (CYCLOOCTYL MERCAPTOACETATE). RXN SMILES: [CH:1]1([OH:9])[CH2:8][CH2:7][CH2:6][CH2:5][CH2:4][CH2:3][CH2:2]1.[SH:10][CH2:11][C:12](O)=[O:13].C1(C)C=CC(S(O)(=O)=O)=CC=1>>[SH:10][CH2:11][C:12]([O:9][CH:1]1[CH2:8][CH2:7][CH2:6][CH2:5][CH2:4][CH2:3][CH2:2]1)=[O:13]. Reported procedure: Into a 100 ml reaction flask equipped with stirrer, thermometer, reflux condenser and heating mantle are placed 32 grams of cyclooctanol; 9.2 grams of mercaptoacetic acid and 0.5 grams paratoluene sulfonic acid. Reactants: CCN(C(C)C)C(C)C, CCOC(=O)c1cc(Cl)ncn1, CN1C(=O)NC(=O)C12Cc1ccc(N)cc1C2, CN(C)C=O, O. Product: CCOC(=O)c1cc(Nc2ccc3c(c2)CC2(C3)C(=O)NC(=O)N2C)ncn1. Reaction SMILES: [CH:18]([N:19]([CH2:20][CH3:21])[CH:22]([CH3:23])[CH3:24])([CH3:25])[CH3:26].[Cl:27][c:28]1[cH:29][c:30]([C:34](=[O:35])[O:36][CH2:37][CH3:38])[n:31][cH:32][n:33]1.[NH2:1][c:2]1[cH:3][c:4]2[c:15]([cH:16][cH:17]1)[CH2:14][C:6]1([CH2:5]2)[N:7]([CH3:13])[C:8](=[O:12])[NH:9][C:10]1=[O:11].[O:39]=[CH:40][N:41]([CH3:42])[CH3:43].[OH2:44]>>[NH:1]([c:2]1[cH:3][c:4]2[c:15]([cH:16][cH:17]1)[CH2:14][C:6]1([CH2:5]2)[N:7]([CH3:13])[C:8](=[O:12])[NH:9][C:10]1=[O:11])[c:28]1[cH:29][c:30]([C:34](=[O:35])[O:36][CH2:37][CH3:38])[n:31][cH:32][n:33]1.